Dataset: the Open Reaction Database (ORD), a public repository of structured organic reaction records. Task: describe an organic reaction: reactants, conditions, products, and yield Starting materials: CN[C@@H]1C[C@H]2O[C@@](C)([C@@H]1OC)n1c3ccccc3c3c4c(c5c6ccccc6n2c5c31)C(=O)NC4 (staurosporine), Cc1cnc(C=O)s1. The reagents and catalysts are CC(C)[O-].CC(C)[O-].CC(C)[O-].CC(C)[O-].[Ti+4] (Ti(OiPr)4), CC(=O)O (acetic acid), CC(=O)O[BH-](OC(C)=O)OC(C)=O.[Na+] (Sodium triacetoxyborohydride). Solvent: CN1CCCC1=O (NMP), CN1CCCC1=O (NMP), CN1CCCC1=O (NMP), CN1CCCC1=O (NMP), CN1CCCC1=O (NMP), CN1CCCC1=O (NMP), CN1CCCC1=O (NMP). Run at temperature 22 celsius, time 18 hour. The product is CO[C@@H]1[C@@H](C[C@H]2O[C@]1(C)n3c4ccccc4c5c6CNC(=O)c6c7c8ccccc8n2c7c35)N(C)Cc9ncc(C)s9, CN[C@@H]1C[C@H]2O[C@@](C)([C@@H]1OC)n1c3ccccc3c3c4c(c5c6ccccc6n2c5c31)C(=O)NC4 (Staurosporine), Cc1cnc(C=O)s1. Product: CN(CCOc1cccc2ncnc(Nc3ccc(OCc4ccccn4)c(Cl)c3)c12)C(=O)C(C)(C)CO. As a reaction SMILES: [Cl:9][c:10]1[cH:11][c:12]([NH:24][c:25]2[n:26][cH:27][n:28][c:29]3[cH:30][cH:31][cH:32][c:33]([O:35][CH2:36][CH2:37][NH:38][CH3:39])[c:34]23)[cH:13][cH:14][c:15]1[O:16][CH2:17][c:18]1[n:19][cH:20][cH:21][cH:22][cH:23]1.[OH:1][CH2:2][C:3]([C:4](=[O:5])[OH:6])([CH3:7])[CH3:8]>>[OH:1][CH2:2][C:3]([C:4](=[O:6])[N:38]([CH2:37][CH2:36][O:35][c:33]1[cH:32][cH:31][cH:30][c:29]2[n:28][cH:27][n:26][c:25]([NH:24][c:12]3[cH:11][c:10]([Cl:9])[c:15]([O:16][CH2:17][c:18]4[n:19][cH:20][cH:21][cH:22][cH:23]4)[cH:14][cH:13]3)[c:34]21)[CH3:39])([CH3:7])[CH3:8]. Reactants: CNCCOc1cccc2ncnc(Nc3ccc(OCc4ccccn4)c(Cl)c3)c12, CC(C)(CO)C(=O)O. Starting materials: C(C1=CC=CC=C1)OC1=C(C#N)C=C(C=C1)CCOCOC (2-benzyloxy-5-(2-methoxymethoxyethyl)benzonitrile). The reagents and catalysts are [C].[Pd] (palladium carbon). The solvent is C(C)(=O)OCC (ethyl acetate). Reaction conditions: time 30 minute. Product: OC1=C(C#N)C=C(C=C1)CCOCOC (2-hydroxy-5-(2-methoxymethoxyethyl)benzonitrile). Yield: 100.1%. Reaction SMILES: C([O:8][C:9]1[CH:16]=[CH:15][C:14]([CH2:17][CH2:18][O:19][CH2:20][O:21][CH3:22])=[CH:13][C:10]=1[C:11]#[N:12])C1C=CC=CC=1>C(OCC)(=O)C.[C].[Pd]>[OH:8][C:9]1[CH:16]=[CH:15][C:14]([CH2:17][CH2:18][O:19][CH2:20][O:21][CH3:22])=[CH:13][C:10]=1[C:11]#[N:12] |f:2.3|. Procedure: To a solution of 2-benzyloxy-5-(2-methoxymethoxyethyl)benzonitrile (711 mg) in ethyl acetate (10 ml) was added 10% palladium carbon (100 mg), and the mixture was stirred for 30 minutes at room temperature under a hydrogen atmosphere. After removal of the catalyst by filtration, removal of the solvent under reduced pressure gave 2-hydroxy-5-(2-methoxymethoxyethyl)benzonitrile (496 mg). Reactants: C1(CCCC1)N1N=C2CC(NC(CC2=C1OS(=O)(=O)C(F)(F)F)(C)C)(C)C (trifluoro-methanesulfonic acid 2-cyclopentyl-5,5,7,7-tetramethyl-2,4,5,6,7,8-hexahydro-1,2,6-triaza-azulen-3-yl ester), C1(=CC=CC=C1)B(O)O (phenylboronic acid). Yields the product C1(CCCC1)N1N=C2CC(NC(CC2=C1C1=CC=CC=C1)(C)C)(C)C (2-Cyclopentyl-5,5,7,7-tetramethyl-3-phenyl-2,4,5,6,7,8-hexahydro-1,2,6-triaza-azulene). The yield is 59.5%. RXN SMILES: [CH:1]1([N:6]2[C:15](OS(C(F)(F)F)(=O)=O)=[C:14]3[C:8]([CH2:9][C:10]([CH3:27])([CH3:26])[NH:11][C:12]([CH3:25])([CH3:24])[CH2:13]3)=[N:7]2)[CH2:5][CH2:4][CH2:3][CH2:2]1.[C:28]1(B(O)O)[CH:33]=[CH:32][CH:31]=[CH:30][CH:29]=1>>[CH:1]1([N:6]2[C:15]([C:28]3[CH:33]=[CH:32][CH:31]=[CH:30][CH:29]=3)=[C:14]3[C:8]([CH2:9][C:10]([CH3:27])([CH3:26])[NH:11][C:12]([CH3:25])([CH3:24])[CH2:13]3)=[N:7]2)[CH2:5][CH2:4][CH2:3][CH2:2]1. Reported procedure: The title compound (129 mg) was prepared as in Example 294, using 263 mg of trifluoro-methanesulfonic acid 2-cyclopentyl-5,5,7,7-tetramethyl-2,4,5,6,7,8-hexahydro-1,2,6-triaza-azulen-3-yl ester and 110 mg of phenylboronic acid. MS (ESI): exact mass calculated for C22H31N3, 337.25. found, m/z 338.5 [M+H]+. 1H NMR (500 MHz, CD3OD): 7.56-7.49 (m, 3H), 7.32-7.30 (m, 2H), 4.51-4.44 (m, 1H), 3.12 (s, 2H), 2.72 (s, 2H), 2.03-1.88 (m, 6H), 1.61-1.57 (m, 2H), 1.45 (s, 6H), 1.35 (s, 6H). Starting materials: C(C1=CC=CC=C1)N1CCC(CC1)=O (1-benzylpiperidin-4-one), COC1=CC=C(N(C(C)=O)C)C=C1 (4′-methoxy-N-methylacetanilide), C(C)(C)[N-]C(C)C.[Li+] (lithium diisopropylamide), C(C)(C)NC(C)C (diisopropylamine), C(CCC)[Li] (n-butyl lithium). Solvent: O1CCCC1 (tetrahydrofuran), O1CCCC1 (tetrahydrofuran), O1CCCC1 (tetrahydrofuran), O (water). Conditions: temperature -78 celsius, time 15 minute. Product: COC1=CC=C(C=C1)N(C(CC1(CCN(CC1)CC1=CC=CC=C1)O)=O)C (N-(4-methoxyphenyl)-N-methyl-2-(1-benzyl-4-hydroxypiperidin-4-yl)acetamide). Yield: 69.7%. RXN SMILES: [CH3:1][O:2][C:3]1[CH:13]=[CH:12][C:6]([N:7]([CH3:11])[C:8](=[O:10])[CH3:9])=[CH:5][CH:4]=1.C([N-]C(C)C)(C)C.[Li+].C(NC(C)C)(C)C.C([Li])CCC.[CH2:34]([N:41]1[CH2:46][CH2:45][C:44](=[O:47])[CH2:43][CH2:42]1)[C:35]1[CH:40]=[CH:39][CH:38]=[CH:37][CH:36]=1>O.O1CCCC1>[CH3:1][O:2][C:3]1[CH:13]=[CH:12][C:6]([N:7]([CH3:11])[C:8](=[O:10])[CH2:9][C:44]2([OH:47])[CH2:45][CH2:46][N:41]([CH2:34][C:35]3[CH:40]=[CH:39][CH:38]=[CH:37][CH:36]=3)[CH2:42][CH2:43]2)=[CH:5][CH:4]=1 |f:1.2|. Procedure details: A solution of 4′-methoxy-N-methylacetanilide (12 g) in an anhydrous tetrahydrofuran (30 mL) was added to a solution in an anhydrous tetrahydrofuran (100 mL) of lithium diisopropylamide prepared from diisopropylamine (10.5 mL) and n-butyl lithium (1.53M hexane solution; 48 mL) at below −65° C., and the mixture was stirred at −78° C. for 15 minutes. An anhydrous tetrahydrofuran solution (20 mL) of 1-benzylpiperidin-4-one (12.7 g) was then added to this reaction mixture at below −65° C., and the re... Starting materials: CC1(C)CC(=O)c2cc(OCc3ccccc3)c(OCc3ccccc3)cc2O1, C1CCOC1, O, Cl[Pd]Cl. Yields the product CC1(C)C=Cc2cc(OCc3ccccc3)c(OCc3ccccc3)cc2O1. Reaction SMILES: [CH2:1]([c:2]1[cH:3][cH:4][cH:5][cH:6][cH:7]1)[O:8][c:9]1[cH:10][c:11]2[c:16]([cH:17][c:18]1[O:19][CH2:20][c:21]1[cH:22][cH:23][cH:24][cH:25][cH:26]1)[O:15][C:14]([CH3:27])([CH3:28])[CH2:13][C:12]2=[O:29].[O:30]1[CH2:31][CH2:32][CH2:33][CH2:34]1.[OH2:35].[Pd:36]([Cl:37])[Cl:38]>>[CH2:1]([c:2]1[cH:3][cH:4][cH:5][cH:6][cH:7]1)[O:8][c:9]1[cH:10][c:11]2[c:16]([cH:17][c:18]1[O:19][CH2:20][c:21]1[cH:22][cH:23][cH:24][cH:25][cH:26]1)[O:15][C:14]([CH3:27])([CH3:28])[CH:13]=[CH:12]2.